Dataset: the Open Reaction Database (ORD), a public repository of structured organic reaction records. Task: describe an organic reaction: reactants, conditions, products, and yield Reactants: C1(=CC=CC=C1)OC1C(N2CCC1CC2)CC=2C=NC=CC2 (3-(phenyloxy)-2-(3-pyridylmethyl)-1-azabicyclo[2.2.2]octane), [OH-].[K+] (potassium hydroxide), N1=CC(=CC=C1)C=C1N2CCC(C1=O)CC2 (2-(3-pyridylmethylene)-1-azabicyclo[2.2.2]octan-3-one), N1=CC(=CC=C1)C=O (pyridine-3-carboxaldehyde), Cl.N12CC(C(CC1)CC2)=O (quinuclidin-3-one hydrochloride). The reagents and catalysts are [Ni] (Raney nickel). The solvent is CO (methanol). The product is N1=CC(=CC=C1)CC1N2CCC(C1O)CC2 (2-(3-pyridylmethyl)-1-azabicyclo[2.2.2]octan-3-ol). RXN SMILES: C1([O:7][CH:8]2[CH:13]3[CH2:14][CH2:15][N:10]([CH2:11][CH2:12]3)[CH:9]2[CH2:16][C:17]2[CH:18]=[N:19][CH:20]=[CH:21][CH:22]=2)C=CC=CC=1.N1C=CC=C(C=O)C=1.Cl.N12CCC(CC1)C(=O)C2.[OH-].[K+].N1C=CC=C(C=C2C(=O)C3CCN2CC3)C=1>CO.[Ni]>[N:19]1[CH:20]=[CH:21][CH:22]=[C:17]([CH2:16][CH:9]2[CH:8]([OH:7])[CH:13]3[CH2:12][CH2:11][N:10]2[CH2:15][CH2:14]3)[CH:18]=1 |f:2.3,4.5|. Procedure details: The manner in which 3-(phenyloxy)-2-(3-pyridylmethyl)-1-azabicyclo[2.2.2]octane of the present invention is synthesized can vary. For example, pyridine-3-carboxaldehyde and quinuclidin-3-one hydrochloride (commercially available from Aldrich) are reacted together in the presence of methanolic potassium hydroxide as described in Neilsen and Houlihan, Org. React. 16: 14-38 (1968). This aldol condensation product, 2-(3-pyridylmethylene)-1-azabicyclo[2.2.2]octan-3-one, is then dissolved in methanol ... Reactants: CCC(=O)N(c1ccc(Cl)cc1)C1CC(C)N(C(=O)c2ccc(F)cc2)c2ccc(C=CC(=O)OC)cc21, CO, [K+], [K+], O=C([O-])[O-], O. The product is CCC(=O)N(c1ccc(Cl)cc1)C1CC(C)N(C(=O)c2ccc(F)cc2)c2ccc(C=CC(=O)O)cc21. Reaction SMILES: [CH3:1][O:2][C:3]([CH:4]=[CH:5][c:6]1[cH:7][c:8]2[c:13]([cH:14][cH:15]1)[N:12]([C:16]([c:17]1[cH:18][cH:19][c:20]([F:23])[cH:21][cH:22]1)=[O:24])[CH:11]([CH3:25])[CH2:10][CH:9]2[N:26]([C:27]([CH2:28][CH3:29])=[O:30])[c:31]1[cH:32][cH:33][c:34]([Cl:37])[cH:35][cH:36]1)=[O:38].[CH3:45][OH:46].[K+:39].[K+:40].[O-:41][C:42]([O-:43])=[O:44].[OH2:47]>>[O:2]=[C:3]([CH:4]=[CH:5][c:6]1[cH:7][c:8]2[c:13]([cH:14][cH:15]1)[N:12]([C:16]([c:17]1[cH:18][cH:19][c:20]([F:23])[cH:21][cH:22]1)=[O:24])[CH:11]([CH3:25])[CH2:10][CH:9]2[N:26]([C:27]([CH2:28][CH3:29])=[O:30])[c:31]1[cH:32][cH:33][c:34]([Cl:37])[cH:35][cH:36]1)[OH:38]. The reactants are ClC=1C=C(C#N)C=CC1C (3-chloro-4-methylbenzonitrile), C(C)OC=1C=C(C=CC1)B(O)O (3-ethoxyphenylboronic acid), [F-].[K+] (KF). Reagents/catalysts: C(C)(=O)[O-].[Pd+2].C(C)(=O)[O-] (palladium acetate), C1(CCCCC1)P(C1=C(C=CC=C1)C1=CC=CC=C1)C1CCCCC1 (2-dicyclohexylphosphanyl-biphenyl). Run in C1CCOC1 (THF). Run at time 12 hour. Yields the product C(C)OC=1C=C(C=CC1)C1=CC(=CC=C1C)C#N (3′-ethoxy-6-methyl(1,1′-biphenyl)-3-carbonitrile). Yield: 98.6%. As a reaction SMILES: Cl[C:2]1[CH:3]=[C:4]([CH:7]=[CH:8][C:9]=1[CH3:10])[C:5]#[N:6].[CH2:11]([O:13][C:14]1[CH:15]=[C:16](B(O)O)[CH:17]=[CH:18][CH:19]=1)[CH3:12].[F-].[K+]>C1COCC1.C([O-])(=O)C.[Pd+2].C([O-])(=O)C.C1(P(C2CCCCC2)C2C=CC=CC=2C2C=CC=CC=2)CCCCC1>[CH2:11]([O:13][C:14]1[CH:19]=[C:18]([C:2]2[C:9]([CH3:10])=[CH:8][CH:7]=[C:4]([C:5]#[N:6])[CH:3]=2)[CH:17]=[CH:16][CH:15]=1)[CH3:12] |f:2.3,5.6.7|. Reported procedure: A mixture of 3-chloro-4-methylbenzonitrile (3.03 g, 20 mmol), 3-ethoxyphenylboronic acid (4.98 g, 30 mmol), palladium acetate (74 mg, 0.4 mmol), 2-dicyclohexylphosphanyl-biphenyl (0.210 g, 0.6 mmol), and KF (3.48 g, 60 mmol) in THF (25 mL) at room temperature was stirred for 12 hours and concentrated. The concentrate was dissolved in ethyl acetate (10 mL), washed with brine, dried (MgSO4), filtered, and concentrated. The concentrate was purified by flash column chromatography on silica gel with ... Reaction SMILES: [CH3:24][NH:25][CH2:26][CH2:27][NH:28][CH3:29].[CH3:30][Al:31]([CH3:32])[CH3:33].[CH3:34][c:35]1[cH:36][cH:37][cH:38][cH:39][cH:40]1.[c:1]1(-[c:7]2[cH:8][cH:9][c:10]([C:19]([O:21][CH2:20][CH3:22])=[O:23])[n:11][c:12]2-[c:13]2[cH:14][cH:15][cH:16][cH:17][cH:18]2)[cH:2][cH:3][cH:4][cH:5][cH:6]1>>[c:1]1(-[c:7]2[cH:8][cH:9][c:10]([C:19](=[O:21])[CH3:24])[n:11][c:12]2-[c:13]2[cH:14][cH:15][cH:16][cH:17][cH:18]2)[cH:2][cH:3][cH:4][cH:5][cH:6]1. Reactants: CNCCNC, C[Al](C)C, Cc1ccccc1, CCOC(=O)c1ccc(-c2ccccc2)c(-c2ccccc2)n1. Yields the product CC(=O)c1ccc(-c2ccccc2)c(-c2ccccc2)n1.